Dataset: the Open Reaction Database (ORD), a public repository of structured organic reaction records. Task: describe an organic reaction: reactants, conditions, products, and yield The reactants are FC(C=1C=CC(=NC1)OC1=CC=C(C=C1)O)(F)F (4-(5-trifluoromethyl-pyridin-2-yloxy)-phenol), [I-].C(C1=CC=CC=C1)N(C(=O)N1C=[N+](C=C1)C)C (3-(benzyl-methyl-carbamoyl)-1-methyl-3H-imidazol-1-ium iodide), crude product. The solvent is C(C)(=O)OCC.CCCCCCC (ethyl acetate heptane). Product: FC(C=1C=CC(=NC1)OC1=CC=C(C=C1)OC(N(C)CC1=CC=CC=C1)=O)(F)F (Benzyl-methyl-carbamic acid 4-(5-trifluoromethyl-pyridin-2-yloxy)-phenyl ester). As a reaction SMILES: [F:1][C:2]([F:18])([F:17])[C:3]1[CH:4]=[CH:5][C:6]([O:9][C:10]2[CH:15]=[CH:14][C:13]([OH:16])=[CH:12][CH:11]=2)=[N:7][CH:8]=1.[I-].[CH2:20]([N:27]([CH3:36])[C:28](N1C=C[N+](C)=C1)=[O:29])[C:21]1[CH:26]=[CH:25][CH:24]=[CH:23][CH:22]=1>C(OCC)(=O)C.CCCCCCC>[F:18][C:2]([F:1])([F:17])[C:3]1[CH:4]=[CH:5][C:6]([O:9][C:10]2[CH:11]=[CH:12][C:13]([O:16][C:28](=[O:29])[N:27]([CH2:20][C:21]3[CH:26]=[CH:25][CH:24]=[CH:23][CH:22]=3)[CH3:36])=[CH:14][CH:15]=2)=[N:7][CH:8]=1 |f:1.2,3.4|. Reported procedure: The title compound was prepared from 4-(5-trifluoromethyl-pyridin-2-yloxy)-phenol and 3-(benzyl-methyl-carbamoyl)-1-methyl-3H-imidazol-1-ium iodide. The crude product was subjected to flash chromatography (ethyl acetate/heptane, (1:5) (69%, colourless oil) HPLC-MS m/z=403.2 (M+1), Rt: 5.11 min Starting materials: O=c1ccc(-c2c(-c3ccccc3)nn3ccccc23)nn1C1CCC2(CC1)OCCO2, Cl, C1COCCO1, O. The product is O=C1CCC(n2nc(-c3c(-c4ccccc4)nn4ccccc34)ccc2=O)CC1. As a reaction SMILES: [CH2:1]1[O:2][C:3]2([CH2:4][CH2:5][CH:6]([n:9]3[n:10][c:11](-[c:16]4[c:17](-[c:25]5[cH:26][cH:27][cH:28][cH:29][cH:30]5)[n:18][n:19]5[c:20]4[cH:21][cH:22][cH:23][cH:24]5)[cH:12][cH:13][c:14]3=[O:15])[CH2:7][CH2:8]2)[O:32][CH2:31]1.[ClH:33].[O:34]1[CH2:35][CH2:36][O:37][CH2:38][CH2:39]1.[OH2:40]>>[O:2]=[C:3]1[CH2:4][CH2:5][CH:6]([n:9]2[n:10][c:11](-[c:16]3[c:17](-[c:25]4[cH:26][cH:27][cH:28][cH:29][cH:30]4)[n:18][n:19]4[c:20]3[cH:21][cH:22][cH:23][cH:24]4)[cH:12][cH:13][c:14]2=[O:15])[CH2:7][CH2:8]1.